From a dataset of the Open Reaction Database (ORD), a public repository of structured organic reaction records. describe an organic reaction: reactants, conditions, products, and yield Reactants: solution, C(CCC)[Li] (butyl lithium), CC1(N=C(OC1)C1=CC=CC=C1)C (4,4-dimethyl-2-phenyl-2-oxazolin), C1=C(C=CC2=CC=CC=C12)C=O (2-naphthaldehyde). Reagents/catalysts: C1(=CC=CC=C1)C(C1=CC=CC=C1)C1=CC=CC=C1 (triphenylmethane). The solvent is O1CCCC1 (tetrahydrofuran), O1CCCC1 (tetrahydrofuran). Reaction conditions: temperature -30 celsius, time 1 hour. Product: CC1(N=C(OC1)C1=C(C=CC=C1)C(O)C1=CC2=CC=CC=C2C=C1)C (4,4-Dimethyl-2-(2-(naphth-2-yl-hydroxymethyl)phenyl)-2-oxazolin). Isolated yield 58.7%. As a reaction SMILES: C([Li])CCC.[CH3:6][C:7]1([CH3:18])[CH2:11][O:10][C:9]([C:12]2[CH:17]=[CH:16][CH:15]=[CH:14][CH:13]=2)=[N:8]1.[CH:19]1[C:28]2[C:23](=[CH:24][CH:25]=[CH:26][CH:27]=2)[CH:22]=[CH:21][C:20]=1[CH:29]=[O:30]>O1CCCC1.C1(C(C2C=CC=CC=2)C2C=CC=CC=2)C=CC=CC=1>[CH3:6][C:7]1([CH3:18])[CH2:11][O:10][C:9]([C:12]2[CH:13]=[CH:14][CH:15]=[CH:16][C:17]=2[CH:29]([C:20]2[CH:21]=[CH:22][C:23]3[C:28](=[CH:27][CH:26]=[CH:25][CH:24]=3)[CH:19]=2)[OH:30])=[N:8]1. Procedure: At −78° C., 104 ml of a 1.6M solution of butyl lithium were slowly added dropwise to 25 g (0.14 mol) of 4,4-dimethyl-2-phenyl-2-oxazolin and 0.1 g of triphenylmethane in 400 ml of anhydrous tetrahydrofuran. The mixture was stirred for 1 h. The mixture was then allowed to warm to −30° C. and a solution of 20.3 g (0.13 mol) of 2-naphthaldehyde in 200 ml of anhydrous tetrahydrofuran was added dropwise. Stirring was continued for about 1 h at −20 to −30° C. The reaction solution was then allowed to ... Reactants: C1(CCCCCC1)C1=C(C(=NC=2N1N=CN2)O)C2=C(C=C(C=C2F)OCCCOCC2=CC=C(C=C2)OC)F (7-cycloheptyl-6-(2,6-difluoro-4-{3-[(4-methoxybenzyl)oxy]propoxy}phenyl)[1,2,4]triazolo[1,5-a]pyrimidin-5-ol), P(=O)(Cl)(Cl)Cl (phosphorous oxychloride), C(C)N(C1=CC=CC=C1)CC (N,N-diethylaniline). The product is ClC1=NC=2N(C(=C1C1=C(C=C(C=C1F)OCCCOCC1=CC=C(C=C1)OC)F)C1CCCCCC1)N=CN2 (5-chloro-7-cycloheptyl-6-(2,6-difluoro-4-{3-[(4-methoxybenzyl)oxy]propoxy}phenyl)[1,2,4]triazolo[1,5-a]pyrimidine). As a reaction SMILES: [CH:1]1([C:8]2[N:13]3[N:14]=[CH:15][N:16]=[C:12]3[N:11]=[C:10](O)[C:9]=2[C:18]2[C:23]([F:24])=[CH:22][C:21]([O:25][CH2:26][CH2:27][CH2:28][O:29][CH2:30][C:31]3[CH:36]=[CH:35][C:34]([O:37][CH3:38])=[CH:33][CH:32]=3)=[CH:20][C:19]=2[F:39])[CH2:7][CH2:6][CH2:5][CH2:4][CH2:3][CH2:2]1.P(Cl)(Cl)([Cl:42])=O.C(N(CC)C1C=CC=CC=1)C>>[Cl:42][C:10]1[C:9]([C:18]2[C:19]([F:39])=[CH:20][C:21]([O:25][CH2:26][CH2:27][CH2:28][O:29][CH2:30][C:31]3[CH:36]=[CH:35][C:34]([O:37][CH3:38])=[CH:33][CH:32]=3)=[CH:22][C:23]=2[F:24])=[C:8]([CH:1]2[CH2:2][CH2:3][CH2:4][CH2:5][CH2:6][CH2:7]2)[N:13]2[N:14]=[CH:15][N:16]=[C:12]2[N:11]=1. Reported procedure: To the above 7-cycloheptyl-6-(2,6-difluoro-4-{3-[(4-methoxybenzyl)oxy]propoxy}phenyl)[1,2,4]triazolo[1,5-a]pyrimidin-5-ol (820 mg) is added 5 mL of phosphorous oxychloride and 2 mL of N,N-diethylaniline, and the mixture is heated at reflux for 1 h. The excess phosphorous oxychloride is removed in vaccuo, and the resulting residue is partitioned between methylene chloride and 1 N hydrochloric acid. The organic layer is washed with saturated sodium chloride, dried over magnesium sulfate, and conce... The reactants are ClC1=C(C(=O)N)C=CC=N1 (2-chloronicotinamide), OC(CN1CCNCC1)CO (1-(2,3-dihydroxypropyl)piperazine). Run in C(C)O (ethanol). The product is OC(CN1CCN(CC1)C1=C(C(=O)N)C=CC=N1)CO (2-[4-(2,3-dihydroxypropyl)piperazin-1-yl]nicotinamide). The yield is 34.9%. As a reaction SMILES: Cl[C:2]1[N:10]=[CH:9][CH:8]=[CH:7][C:3]=1[C:4]([NH2:6])=[O:5].[OH:11][CH:12]([CH2:20][OH:21])[CH2:13][N:14]1[CH2:19][CH2:18][NH:17][CH2:16][CH2:15]1>C(O)C>[OH:11][CH:12]([CH2:20][OH:21])[CH2:13][N:14]1[CH2:19][CH2:18][N:17]([C:2]2[N:10]=[CH:9][CH:8]=[CH:7][C:3]=2[C:4]([NH2:6])=[O:5])[CH2:16][CH2:15]1. Reported procedure: Operation was carried out in a manner similar to the one described in Example 2, using 1.6 g of 2-chloronicotinamide, 3.2 g of 1-(2,3-dihydroxypropyl)piperazine and 30 ml ethanol and refluxing overnight. Column purification of the residue gave 1 g of 2-[4-(2,3-dihydroxypropyl)piperazin-1-yl]nicotinamide, which, recrystallized from acetone, melted at 140°-142° C. RXN SMILES: [Cl:1][C:2]1[CH:7]=[C:6]([C:8]([F:11])([F:10])[F:9])[CH:5]=[CH:4][C:3]=1[NH:12][CH:13]([CH:17]([CH3:19])[CH3:18])[C:14]([OH:16])=[O:15].[C:20]([C:28]1[N:33]=[C:32]([CH2:34]O)[CH:31]=[CH:30][CH:29]=1)(=[O:27])[C:21]1[CH:26]=[CH:25][CH:24]=[CH:23][CH:22]=1>>[Cl:1][C:2]1[CH:7]=[C:6]([C:8]([F:11])([F:10])[F:9])[CH:5]=[CH:4][C:3]=1[NH:12][CH:13]([CH:17]([CH3:19])[CH3:18])[C:14]([O:16][CH2:34][C:32]1[CH:31]=[CH:30][CH:29]=[C:28]([C:20](=[O:27])[C:21]2[CH:22]=[CH:23][CH:24]=[CH:25][CH:26]=2)[N:33]=1)=[O:15]. Yields the product ClC1=C(C=CC(=C1)C(F)(F)F)NC(C(=O)OCC1=NC(=CC=C1)C(C1=CC=CC=C1)=O)C(C)C ((6-benzoyl-2-pyridyl)methyl 2-(2-chloro-4-trifluoromethylphenylamino)-3-methylbutanoate). Reactants: acid chloride, ClC1=C(C=CC(=C1)C(F)(F)F)NC(C(=O)O)C(C)C (2-(2-chloro-4-trifluoromethylphenylamino)-3-methylbutanoic acid), C(C1=CC=CC=C1)(=O)C1=CC=CC(=N1)CO ((6-benzoyl-2-pyridyl)methanol). Procedure details: Using the procedure of Example 1, the acid chloride of 2-(2-chloro-4-trifluoromethylphenylamino)-3-methylbutanoic acid is reacted with (6-benzoyl-2-pyridyl)methanol to yield (6-benzoyl-2-pyridyl)methyl 2-(2-chloro-4-trifluoromethylphenylamino)-3-methylbutanoate, MS m/e 490 (M+). Reactants: N1C=NC(=C1)S(=O)(=O)Cl (imidazole-4-sulfonylchloride), C(C)(C)C=1NC=CN1 (2-isopropylimidazole). Run in C1CCOC1 (THF). Reaction conditions: time 24 hour. Product: N1C=NC(=C1)S(=O)(=O)N1C(=NC=C1)C(C)C (1-(4-IMIDAZOLYLSULFONYL)-2-ISOPROPYLIMIDAZOLE). As a reaction SMILES: [NH:1]1[CH:5]=[C:4]([S:6](Cl)(=[O:8])=[O:7])[N:3]=[CH:2]1.[CH:10]([C:13]1[NH:14][CH:15]=[CH:16][N:17]=1)([CH3:12])[CH3:11]>C1COCC1>[NH:1]1[CH:5]=[C:4]([S:6]([N:14]2[CH:15]=[CH:16][N:17]=[C:13]2[CH:10]([CH3:12])[CH3:11])(=[O:8])=[O:7])[N:3]=[CH:2]1. Procedure details: A round bottom flask equipped with a magnetic stirrer, reflux condenser and nitrogen inlet was charged with 8.35 g of imidazole-4-sulfonylchloride and 150 ml of THF. This solution was treated with 11.10 g of 2-isopropylimidazole in one portion and the solution stirred 24 hours at room temperature. The solution was concentrated to a clear oil and partitioned between ethylacetate and water. The organic layer was washed with water and the water washes back extracted with ethyl acetate. The organic ... Starting materials: CC1CC(NN=C1C1=CC(=C(C=C1)N(CCC(C)C)C(C)=O)[N+](=O)[O-])=O (5-methyl-6-{3-nitro-4-[N-acetyl-N-(3-methyl-butyl)-amino]-phenyl}-4,5-dihydro-2H-pyridazine-3-one), O.NN (hydrazine hydrate). Reagents/catalysts: [Ni] (Raney-nickel). Run in C(C)O (ethanol). Conditions: time 30 minute. Yields the product CC1CC(NN=C1C1=CC(=C(C=C1)N(CCC(C)C)C(C)=O)N)=O (5-Methyl-6-{3-amino-4-[N-acetyl-N-(3-methyl-butyl)-amino]-phenyl}-4,5-dihydro-2H-pyridazine-3-one). As a reaction SMILES: [CH3:1][CH:2]1[C:7]([C:8]2[CH:13]=[CH:12][C:11]([N:14]([C:20](=[O:22])[CH3:21])[CH2:15][CH2:16][CH:17]([CH3:19])[CH3:18])=[C:10]([N+:23]([O-])=O)[CH:9]=2)=[N:6][NH:5][C:4](=[O:26])[CH2:3]1.O.NN>C(O)C.[Ni]>[CH3:1][CH:2]1[C:7]([C:8]2[CH:13]=[CH:12][C:11]([N:14]([C:20](=[O:22])[CH3:21])[CH2:15][CH2:16][CH:17]([CH3:18])[CH3:19])=[C:10]([NH2:23])[CH:9]=2)=[N:6][NH:5][C:4](=[O:26])[CH2:3]1 |f:1.2|. Reported procedure: 6 gm of 5-methyl-6-{3-nitro-4-[N-acetyl-N-(3-methyl-butyl)-amino]-phenyl}-4,5-dihydro-2H-pyridazine-3-one were dissolved in 150 ml of ethanol. 4 gm of Raney-nickel and 3 ml of 98% hydrazine hydrate were added, and the solution was stirred for 30 minutes at room temperature. The catalyst was filtered off, the filtrate was evaporated, and the residue was processed further without further purification. Reactants: aqueous solution, ClCC=O (chloroacetaldehyde), CC1(CC(CC(C1)=O)=O)C (5,5-dimethyl-1,3-cyclohexanedione), aqueous solution, C(O)([O-])=O.[Na+] (sodium hydrogencarbonate), C(O)([O-])=O.[Na+] (sodium hydrogencarbonate). The solvent is O (water). Run at time 8 hour. Product: O=C1CC(CC2=C1C=CO2)(C)C (4-oxo-6,6-dimethyl-4,5,6,7-tetrahydrobenzofuran). Yield: 48.2%. As a reaction SMILES: Cl[CH2:2][CH:3]=[O:4].C(=O)([O-])O.[Na+].[CH3:10][C:11]1([CH3:19])[CH2:16][C:15](=O)[CH2:14][C:13](=[O:18])[CH2:12]1>O>[O:4]=[C:3]1[C:14]2[CH:15]=[CH:16][O:18][C:13]=2[CH2:12][C:11]([CH3:19])([CH3:10])[CH2:2]1 |f:1.2|. Procedure details: To a mixture of 24 ml of water and 6 ml of 40% aqueous solution of chloroacetaldehyde was added 0.7 g (8 mmoles) of sodium hydrogencarbonate while cooling with ice. To the reaction mixture were added dropwise 4.2 g (30 mmoles) of 5,5-dimethyl-1,3-cyclohexanedione and 40 ml of aqueous solution containing 2.3 g (27 mmoles) of sodium hydrogencarbonate while cooling with ice at a rate of 0.4 ml/minute. The reaction mixture was maintained at a pH of from 5.7 to 8.0 throughout the reaction. After comp...